From a dataset of the Open Reaction Database (ORD), a public repository of structured organic reaction records. describe an organic reaction: reactants, conditions, products, and yield The reactants are C1(CCCCN1)=O (valerolactam), O.C1(=CC=C(C=C1)S(=O)(=O)O)C (para-toluenesulfonic acid monohydrate). Solvent: C(CCC)O (butanol). Reaction conditions: temperature 60 celsius. Product: S(=O)(=O)([O-])C1=CC=C(C)C=C1.CCCCOC(=O)CCCC[NH3+] ([(4-butoxycarbonyl)butyl]ammonium tosylate). RXN SMILES: [C:1]1(=[O:7])[NH:6][CH2:5][CH2:4][CH2:3][CH2:2]1.[OH2:8].[C:9]1([CH3:19])[CH:14]=[CH:13][C:12]([S:15]([OH:18])(=[O:17])=[O:16])=[CH:11][CH:10]=1>C(O)CCC>[S:15]([C:12]1[CH:13]=[CH:14][C:9]([CH3:19])=[CH:10][CH:11]=1)([O-:18])(=[O:17])=[O:16].[CH3:9][CH2:10][CH2:11][CH2:12][O:8][C:1]([CH2:2][CH2:3][CH2:4][CH2:5][NH3+:6])=[O:7] |f:1.2,4.5|. Procedure details: Into a flask equipped with magnetic stirrer, thermometer, nitrogen inlet tube, and Dean-Stark trap were placed 25.0 parts of valerolactam (5-pentanelactam), 47.8 parts of para-toluenesulfonic acid monohydrate and 74.7 parts of butanol. The aforesaid mixture was placed under nitrogen atmosphere, heated to reflux to azeotropically remove any water present, and maintained at reflux until a constant acid value was attained. (The acid value was determined by the procedure described in Example I, abov... Reactants: CC(C)(C)O[Al](OC(C)(C)C)OC(C)(C)C, COC(=O)C1(C(=O)OC)CCC1, [Cl-], [H-], [Li+], [NH4+], C1CCOC1. Yields the product COC(=O)C1(CO)CCC1. Reaction SMILES: [C:14]([O:15][Al:16]([O:17][C:18]([CH3:19])([CH3:20])[CH3:21])[O:22][C:23]([CH3:24])([CH3:25])[CH3:26])([CH3:27])([CH3:28])[CH3:29].[CH3:1][O:2][C:3](=[O:4])[C:5]1([C:9](=[O:10])[O:11][CH3:12])[CH2:6][CH2:7][CH2:8]1.[Cl-:36].[H-:13].[Li+:30].[NH4+:37].[O:31]1[CH2:32][CH2:33][CH2:34][CH2:35]1>>[CH3:1][O:2][C:3](=[O:4])[C:5]1([CH2:9][OH:10])[CH2:6][CH2:7][CH2:8]1. Starting materials: C1CCOC1, COC(C(=O)NC1CCCNC1=O)C1OC(C)(C)OC(C=CC(C)(C)C)C1O, O=C(O)C(F)(F)F, O. The product is COC(C(=O)NC1CCCNC1=O)C(O)C(O)C(O)C=CC(C)(C)C. Reaction SMILES: [CH2:8]1[O:9][CH2:10][CH2:11][CH2:12]1.[CH3:13][C:14]([CH:15]=[CH:16][CH:17]1[CH:18]([OH:38])[CH:19]([CH:25]([C:26](=[O:27])[NH:28][CH:29]2[C:30](=[O:35])[NH:31][CH2:32][CH2:33][CH2:34]2)[O:36][CH3:37])[O:20][C:21]([CH3:23])([CH3:24])[O:22]1)([CH3:39])[CH3:40].[F:1][C:2]([F:3])([F:4])[C:5]([OH:6])=[O:7].[OH2:41]>>[CH3:13][C:14]([CH:15]=[CH:16][CH:17]([CH:18]([CH:19]([OH:20])[CH:25]([C:26](=[O:27])[NH:28][CH:29]1[C:30](=[O:35])[NH:31][CH2:32][CH2:33][CH2:34]1)[O:36][CH3:37])[OH:38])[OH:22])([CH3:39])[CH3:40]. Reactants: C(C)(C)(C)C1=CC=2N(C=C1)C(=CN2)C2CCN(CC2)C[C@H]2CN(C[C@@H]2C2=CC(=CC=C2)F)[C@](C(=O)OCC2=CC=C(C=C2)OC)(C)C2CCC2 (α-(R)-(3-(S)-((4-(7-t-Butyl-imidazo[1,2-a]pyridin-3-yl)-piperidine-1-yl)methyl)-4-(S)-(3-fluorophenyl)pyrrolidin-1-yl)-cyclobutylpropanoic acid, 4-methoxy-benzyl Ester), C(=O)(C(F)(F)F)O (TFA), C1(=CC=CC=C1)OC (anisole). Product: C(C)(C)(C)C1=CC=2N(C=C1)C(=CN2)C2CCN(CC2)C[C@H]2CN(C[C@@H]2C2=CC(=CC=C2)F)[C@](C(=O)O)(C)C2CCC2 (α-(R)-(3-(S)-((4-(7-t-Butyl-imidazo[1,2-a]pyridin-3-yl)-piperidine-1-yl)methyl)-4-(S)-(3-fluorophenyl)pyrrolidin-1-yl)-cyclobutylpropanoic Acid). Yield: 91.1%. Reaction SMILES: [C:1]([C:5]1[CH:10]=[CH:9][N:8]2[C:11]([CH:14]3[CH2:19][CH2:18][N:17]([CH2:20][C@@H:21]4[C@@H:25]([C:26]5[CH:31]=[CH:30][CH:29]=[C:28]([F:32])[CH:27]=5)[CH2:24][N:23]([C@@:33]([CH:47]5[CH2:50][CH2:49][CH2:48]5)([CH3:46])[C:34]([O:36]CC5C=CC(OC)=CC=5)=[O:35])[CH2:22]4)[CH2:16][CH2:15]3)=[CH:12][N:13]=[C:7]2[CH:6]=1)([CH3:4])([CH3:3])[CH3:2].C(O)(C(F)(F)F)=O.C1(OC)C=CC=CC=1>>[C:1]([C:5]1[CH:10]=[CH:9][N:8]2[C:11]([CH:14]3[CH2:15][CH2:16][N:17]([CH2:20][C@@H:21]4[C@@H:25]([C:26]5[CH:31]=[CH:30][CH:29]=[C:28]([F:32])[CH:27]=5)[CH2:24][N:23]([C@@:33]([CH:47]5[CH2:48][CH2:49][CH2:50]5)([CH3:46])[C:34]([OH:36])=[O:35])[CH2:22]4)[CH2:18][CH2:19]3)=[CH:12][N:13]=[C:7]2[CH:6]=1)([CH3:2])([CH3:3])[CH3:4]. Procedure details: The title compound was prepared from 40 mg of α-(R)-(3-(S)-((4-(7-t-butyl-imidazo[1,2-a]pyridin-3-yl)-piperidine-1-yl)methyl)-4-(S)-(3-fluorophenyl) pyrrolidin-1-yl)-cyclobutylpropanoic acid, 4-methoxy-benzyl ester (from Step D), 2 mL of TFA and 0.4 mL of anisole, using a procedure analogous to that described in Example 235, Step D to provide 30 mg of the title compound as a foamy solid. ESI-MS 561 (M+H); HPLC A 1.92 min. Reactants: CN(/C=C/C(=O)C=1C(=NN2C1C=CC(=C2)C(F)(F)F)C2=CC=C(C=C2)F)C ((2E)-3-(dimethylamino)-1-[2-(4-fluorophenyl)-6-(trifluoromethyl)pyrazolo[1,5-a]pyridin-3-yl]-2-propen-1-one), S(=O)(=O)(O)O.N1(CCCC1)C(N)=N (1-pyrrolidinecarboximidamide sulfate), C([O-])([O-])=O.[K+].[K+] (potassium carbonate), CCOCC (ether). The solvent is CN1C(CCC1)=O (1-methyl-2-pyrrolidinone), O (water). Product: FC1=CC=C(C=C1)C1=NN2C(C=CC(=C2)C(F)(F)F)=C1C1=NC(=NC=C1)N1CCCC1 (2-(4-fluorophenyl)-3-[2-(1-pyrrolidinyl)-4-pyrimidinyl]-6-(trifluoromethyl)pyrazolo[1,5-a]pyridine). Isolated yield 69.3%. Reaction SMILES: CN(C)/[CH:3]=[CH:4]/[C:5]([C:7]1[C:8]([C:20]2[CH:25]=[CH:24][C:23]([F:26])=[CH:22][CH:21]=2)=[N:9][N:10]2[CH:15]=[C:14]([C:16]([F:19])([F:18])[F:17])[CH:13]=[CH:12][C:11]=12)=O.S(O)(O)(=O)=O.[N:33]1([C:38](=[NH:40])[NH2:39])[CH2:37][CH2:36][CH2:35][CH2:34]1.C(=O)([O-])[O-].[K+].[K+].CCOCC>CN1CCCC1=O.O>[F:26][C:23]1[CH:22]=[CH:21][C:20]([C:8]2[C:7]([C:5]3[CH:4]=[CH:3][N:39]=[C:38]([N:33]4[CH2:37][CH2:36][CH2:35][CH2:34]4)[N:40]=3)=[C:11]3[CH:12]=[CH:13][C:14]([C:16]([F:17])([F:19])[F:18])=[CH:15][N:10]3[N:9]=2)=[CH:25][CH:24]=1 |f:1.2,3.4.5|. Reported procedure: To a solution of (2E)-3-(dimethylamino)-1-[2-(4-fluorophenyl)-6-(trifluoromethyl)pyrazolo[1,5-a]pyridin-3-yl]-2-propen-1-one (100 mg, 0.27 mmol) in 1-methyl-2-pyrrolidinone (3 mL) was added 1-pyrrolidinecarboximidamide sulfate (111 mg, 0.53 mmol), and potassium carbonate (73 mg, 0.53 mmol). The mixture was heated at reflux for 8 hours. Upon cooling to room temperature, ether was added followed by water. The organics were washed with brine, and the aqueous layer was extracted with ether. The comb... Starting materials: OCC1=CC=C(C=C1)C1=CC=C(C=C1)NC(=O)[C@H]1CN2CCC1CC2 ((3R)-N-[4′-(hydroxymethyl)-1,1′-biphenyl-4-yl]-1-azabicyclo-[2.2.2]octane-3-carboxamide), CN=C=O (methyl isocyanate). The solvent is C1CCOC1.CN(C)C=O (THF DMF). Reaction conditions: temperature 60 celsius, time 8 hour. Yields the product CNC(OCC1=CC=C(C=C1)C1=CC=C(C=C1)NC(=O)[C@H]1CN2CCC1CC2)=O ((4′-{[(3R)-1-Azabicyclo[2.2.2]oct-3-ylcarbonyl]amino}-1,1′-biphenyl-4-yl)methyl Methylcarbamate). Reaction SMILES: [OH:1][CH2:2][C:3]1[CH:8]=[CH:7][C:6]([C:9]2[CH:14]=[CH:13][C:12]([NH:15][C:16]([C@@H:18]3[CH:23]4[CH2:24][CH2:25][N:20]([CH2:21][CH2:22]4)[CH2:19]3)=[O:17])=[CH:11][CH:10]=2)=[CH:5][CH:4]=1.[CH3:26][N:27]=[C:28]=[O:29]>C1COCC1.CN(C=O)C>[CH3:26][NH:27][C:28](=[O:29])[O:1][CH2:2][C:3]1[CH:8]=[CH:7][C:6]([C:9]2[CH:10]=[CH:11][C:12]([NH:15][C:16]([C@@H:18]3[CH:23]4[CH2:24][CH2:25][N:20]([CH2:21][CH2:22]4)[CH2:19]3)=[O:17])=[CH:13][CH:14]=2)=[CH:5][CH:4]=1 |f:2.3|. Procedure details: 35 mg (0.10 mmol) of (3R)-N-[4′-(hydroxymethyl)-1,1′-biphenyl-4-yl]-1-azabicyclo-[2.2.2]octane-3-carboxamide are dissolved in 1 ml of a 1:1 THF/DMF mixture. 12 mg (0.21 mmol) of methyl isocyanate are added, and the mixture is stirred at 60° C. overnight. The solvent is removed under reduced pressure, and the crude product is purified by preparative HPLC. 20 mg (49% of theory) of the title compound are obtained. Starting materials: C(C)(=O)N[C@]1(C(N(CC1)[C@H](C(=O)N[C@H]([C@H](O)[C@@H]1N(C[C@H](C1)OC1=NC=CC=C1)C(C1=CC=CC=C1)C1=CC=CC=C1)CC1=CC(=CC(=C1)F)F)CCC1=CC=CC=C1)=O)[C@H](C)CC ((S)-2-((S)-3-acetamido-3-((R)-sec-butyl)-2-oxopyrrolidin-1-yl)-N-((1S,2S)-1-((2R,4S)-1-benzhydryl-4-(pyridin-2-yloxy)pyrrolidin-2-yl)-3-(3,5-difluorophenyl)-1-hydroxypropan-2-yl)-4-phenylbutanamide), OOS(=O)[O-].[K+] (oxone), ( D ), C(C1=CC=CC=C1)OC(=O)[C@H]([C@H](O[Si](C)(C)C(C)(C)C)[C@@H]1N(C[C@@H](C1)S(=O)(=O)CCC)C(=O)OC(C)(C)C)CC1=CC=CC=C1 ((2R,4R)-tert-butyl 2-((1S,2S)-2-(benzyloxycarbonyl)-1-(tert-butyldimethylsilyloxy)-3-phenylpropyl)-4-(propylsulfonyl)pyrrolidine-1-carboxylate). The solvent is CO (methanol), O (water). Run at time 30 minute. The product is C(C)(=O)N[C@]1(C(N(CC1)[C@H](C(=O)N[C@H]([C@@H]([C@@H]1NC[C@@H](C1)S(=O)(=O)CCC)O)CC1=CC=CC=C1)CCC1=CC=CC=C1)=O)[C@H](C)CC ((S)-2-((S)-3-acetamido-3-((R)-sec-butyl)-2-oxopyrrolidin-1-yl)-N-((1R,2S)-1-hydroxy-3-phenyl-1-((2R,4R)-4-(propylsulfonyl)pyrrolidin-2-yl)propan-2-yl)-4-phenylbutanamide), sulfoxide. Yield: 28.0%. RXN SMILES: C(OC([C@@H:11]([CH2:39][C:40]1[CH:45]=[CH:44][CH:43]=[CH:42][CH:41]=1)[C@@H:12]([C@H:21]1[CH2:25][C@@H:24]([S:26]([CH2:29][CH2:30][CH3:31])(=[O:28])=[O:27])[CH2:23][N:22]1C(OC(C)(C)C)=O)[O:13][Si](C(C)(C)C)(C)C)=O)C1C=CC=CC=1.[C:46]([NH:49][C@:50]1([C@@H:105]([CH2:107][CH3:108])[CH3:106])[CH2:54][CH2:53][N:52]([C@@H:55]([CH2:96][CH2:97][C:98]2[CH:103]=[CH:102][CH:101]=[CH:100][CH:99]=2)[C:56]([NH:58][C@@H](CC2C=C(F)C=C(F)C=2)[C@@H]([C@H]2C[C@H](OC3C=CC=CN=3)CN2C(C2C=CC=CC=2)C2C=CC=CC=2)O)=[O:57])[C:51]1=[O:104])(=[O:48])[CH3:47].OOS([O-])=O.[K+]>CO.O>[C:46]([NH:49][C@:50]1([C@@H:105]([CH2:107][CH3:108])[CH3:106])[CH2:54][CH2:53][N:52]([C@@H:55]([CH2:96][CH2:97][C:98]2[CH:103]=[CH:102][CH:101]=[CH:100][CH:99]=2)[C:56]([NH:58][C@@H:11]([CH2:39][C:40]2[CH:41]=[CH:42][CH:43]=[CH:44][CH:45]=2)[C@H:12]([OH:13])[C@H:21]2[CH2:25][C@@H:24]([S:26]([CH2:29][CH2:30][CH3:31])(=[O:27])=[O:28])[CH2:23][NH:22]2)=[O:57])[C:51]1=[O:104])(=[O:48])[CH3:47] |f:2.3|. Reported procedure: Step 22 (D): (2R,4R)-tert-butyl 2-((1S,2S)-2-(benzyloxycarbonyl)-1-(tert-butyldimethylsilyloxy)-3-phenylpropyl)-4-(propylsulfonyl)pyrrolidine-1-carboxylate. A solution of 130 mg (0.2 mmol) of the compound of step 22 (C) dissolved in 2 mL of methanol was treated with a solution of 240 mg (0.4 mmol) of oxone dissolved in 0.4 mL of water. After stirring at rt for 30 min, the reaction solution was partitioned between ethyl acetate and water, the organic layer was concentrated, and the crude product ...